From a dataset of the Open Reaction Database (ORD), a public repository of structured organic reaction records. describe an organic reaction: reactants, conditions, products, and yield Reactants: CN1C=2N(C(C=3C=C(C=CC13)C)=O)N=C(C2)C(=O)OCC (4,9-dihydro-4,7-dimethyl-9-oxo-pyrazolo[5,1-b]quinazoline-2-carboxylic acid, ethyl ester), [OH-].[Na+] (sodium hydroxide). The solvent is CO (methanol). Yields the product CN1C=2N(C(C=3C=C(C=CC13)C)=O)N=C(C2)C(=O)O (4,9-dihydro-4,7-dimethyl-9-oxo-pyrazolo[5,1-b]quinazoline-2-carboxylic acid). As a reaction SMILES: [CH3:1][N:2]1[C:11]2[CH:10]=[CH:9][C:8]([CH3:12])=[CH:7][C:6]=2[C:5](=[O:13])[N:4]2[N:14]=[C:15]([C:17]([O:19]CC)=[O:18])[CH:16]=[C:3]12.[OH-].[Na+]>CO>[CH3:1][N:2]1[C:11]2[CH:10]=[CH:9][C:8]([CH3:12])=[CH:7][C:6]=2[C:5](=[O:13])[N:4]2[N:14]=[C:15]([C:17]([OH:19])=[O:18])[CH:16]=[C:3]12 |f:1.2|. Procedure details: From 3.5 g of 4,9-dihydro-4,7-dimethyl-9-oxo-pyrazolo[5,1-b]quinazoline-2-carboxylic acid, ethyl ester, 50 ml of 1 N aqueous sodium hydroxide and 200 ml of methanol, following the procedure of Example 14, there is obtained 4,9-dihydro-4,7-dimethyl-9-oxo-pyrazolo[5,1-b]quinazoline-2-carboxylic acid; mp 269° C., after crystallization from dimethylformamide/ ethanol. Reactants: C=Cc1c(S(C)(=O)=O)ccc(C(=O)O)c1OC, Cc1ccccc1, COCCOC, O=c1ccn(C2CC2)[nH]1, [K+], [K+], O=C([O-])[O-], C=Cc1c(S(C)(=O)=O)ccc(C(=O)c2cnn(C3CC3)c2O)c1OC, O=S(Cl)Cl. The product is C=Cc1c(S(C)(=O)=O)ccc(C(=O)c2cnn(C3CC3)c2OC)c1OC. Reaction SMILES: [CH3:30][S:31]([c:32]1[cH:33][cH:34][c:35]([C:36]([OH:37])=[O:38])[c:39]([O:40][CH3:41])[c:42]1[CH:43]=[CH2:44])(=[O:45])=[O:46].[CH3:62][c:63]1[cH:64][cH:65][cH:66][cH:67][cH:68]1.[CH3:69][O:70][CH2:71][CH2:72][O:73][CH3:74].[CH:47]1([n:48]2[cH:49][cH:50][c:51](=[O:52])[nH:53]2)[CH2:54][CH2:55]1.[K+:56].[K+:57].[O-:58][C:59]([O-:60])=[O:61].[OH:1][c:2]1[c:3]([C:10](=[O:11])[c:12]2[c:13]([O:24][CH3:25])[c:14]([CH:22]=[CH2:23])[c:15]([S:18](=[O:19])(=[O:20])[CH3:21])[cH:16][cH:17]2)[cH:4][n:5][n:6]1[CH:7]1[CH2:8][CH2:9]1.[S:26]([Cl:27])([Cl:28])=[O:29]>>[O:1]([c:2]1[c:3]([C:10](=[O:11])[c:12]2[c:13]([O:24][CH3:25])[c:14]([CH:22]=[CH2:23])[c:15]([S:18](=[O:19])(=[O:20])[CH3:21])[cH:16][cH:17]2)[cH:4][n:5][n:6]1[CH:7]1[CH2:8][CH2:9]1)[CH3:30]. Reactants: C1(=CC=CC=C1)P(C1=CC=CC=C1)C1=CC=CC=C1 (triphenylphosphine), BrC=1C(CCC1C)=O (2-Bromo-3-methyl-cyclopent-2-enone), C(=O)([O-])[O-].[K+].[K+] (K2CO3), C(#N)C1=CC=C(C=C1)B(O)O (4-cyanophenylboronic acid). Reagents/catalysts: C=1C=CC(=CC1)[P](C=2C=CC=CC2)(C=3C=CC=CC3)[Pd]([P](C=4C=CC=CC4)(C=5C=CC=CC5)C=6C=CC=CC6)([P](C=7C=CC=CC7)(C=8C=CC=CC8)C=9C=CC=CC9)[P](C=1C=CC=CC1)(C=1C=CC=CC1)C=1C=CC=CC1.C=1C=CC(=CC1)[P](C=2C=CC=CC2)(C=3C=CC=CC3)[Pd]([P](C=4C=CC=CC4)(C=5C=CC=CC5)C=6C=CC=CC6)([P](C=7C=CC=CC7)(C=8C=CC=CC8)C=9C=CC=CC9)[P](C=1C=CC=CC1)(C=1C=CC=CC1)C=1C=CC=CC1 (Tetrakis(triphenylphosphine)palladium(0) Pd(PPh3)4), C=1C=CC(=CC1)/C=C/C(=O)/C=C/C2=CC=CC=C2.C=1C=CC(=CC1)/C=C/C(=O)/C=C/C2=CC=CC=C2.[Pd] (bis(dibenzylideneacetone)palladium(0)), C=1C=CC(=CC1)/C=C/C(=O)/C=C/C2=CC=CC=C2.C=1C=CC(=CC1)/C=C/C(=O)/C=C/C2=CC=CC=C2.C=1C=CC(=CC1)/C=C/C(=O)/C=C/C2=CC=CC=C2.[Pd].[Pd] (Pd2(dba)3). Run in C1(=CC=CC=C1)C (toluene), CCO (EtOH). Run at temperature 80 celsius. Yields the product CC1=C(C(CC1)=O)C1=CC=C(C#N)C=C1 (4-(2-methyl-5-oxo-cyclopent-1-enyl)-benzonitrile). RXN SMILES: Br[C:2]1[C:3](=[O:8])[CH2:4][CH2:5][C:6]=1[CH3:7].C([O-])([O-])=O.[K+].[K+].[C:15]([C:17]1[CH:22]=[CH:21][C:20](B(O)O)=[CH:19][CH:18]=1)#[N:16].C1(P(C2C=CC=CC=2)C2C=CC=CC=2)C=CC=CC=1>C1(C)C=CC=CC=1.CCO.C1C=CC([P]([Pd]([P](C2C=CC=CC=2)(C2C=CC=CC=2)C2C=CC=CC=2)([P](C2C=CC=CC=2)(C2C=CC=CC=2)C2C=CC=CC=2)[P](C2C=CC=CC=2)(C2C=CC=CC=2)C2C=CC=CC=2)(C2C=CC=CC=2)C2C=CC=CC=2)=CC=1.C1C=CC([P]([Pd]([P](C2C=CC=CC=2)(C2C=CC=CC=2)C2C=CC=CC=2)([P](C2C=CC=CC=2)(C2C=CC=CC=2)C2C=CC=CC=2)[P](C2C=CC=CC=2)(C2C=CC=CC=2)C2C=CC=CC=2)(C2C=CC=CC=2)C2C=CC=CC=2)=CC=1.C1C=CC(/C=C/C(/C=C/C2C=CC=CC=2)=O)=CC=1.C1C=CC(/C=C/C(/C=C/C2C=CC=CC=2)=O)=CC=1.[Pd].C1C=CC(/C=C/C(/C=C/C2C=CC=CC=2)=O)=CC=1.C1C=CC(/C=C/C(/C=C/C2C=CC=CC=2)=O)=CC=1.C1C=CC(/C=C/C(/C=C/C2C=CC=CC=2)=O)=CC=1.[Pd].[Pd]>[CH3:7][C:6]1[CH2:5][CH2:4][C:3](=[O:8])[C:2]=1[C:20]1[CH:21]=[CH:22][C:17]([C:15]#[N:16])=[CH:18][CH:19]=1 |f:1.2.3,8.9,10.11.12,13.14.15.16.17,^1:58,60,79,98,135,137,156,175|. Procedure: 2-Bromo-3-methyl-cyclopent-2-enone (Intermediate TEN1) (commercially available from Aldrich) (2.04 g, 11.4 mmol) and K2CO3 (3.16 g in 11 mL H2O) in toluene (45 mL) was treated with a solution 4-cyanophenylboronic acid (commercially available from Aldrich) (2.2 g, 15 mmol) in EtOH (27 mL). Tetrakis(triphenylphosphine)palladium(0) Pd(PPh3)4 (0.4 g), bis(dibenzylideneacetone)palladium(0), Pd2(dba)3 (0.055 g, ˜5 mol %) and triphenylphosphine (0.4 g) were added and the mixture was purged with N2 for ... Starting materials: FC1=CC=C(C=C1)C(O)(C1CCNCC1)C1=CC=C(C=C1)F (α,α-bis(p-fluorophenyl)-4-piperidinemethanol), ClCCC1CN(C(O1)=O)C (5-(2-chloroethyl)-3-methyl-2-oxazolidinone), C([O-])([O-])=O.[Na+].[Na+] (sodium carbonate), [I-].[K+] (potassium iodide), C(C(=O)O)(=O)O (oxalic acid). The solvent is C(CCC)O (1-butanol). Yields the product C(C(=O)O)(=O)O.FC1=CC=C(C=C1)C(C1CCN(CC1)CCC1CN(C(O1)=O)C)(O)C1=CC=C(C=C1)F (5-[2-[4[Bis(4-fluorophenyl)hydroxymethyl]-1-piperidinyl]ethyl]-3-methyl-2-oxazolidinone oxalate). Isolated yield 71.0%. RXN SMILES: [F:1][C:2]1[CH:7]=[CH:6][C:5]([C:8]([C:16]2[CH:21]=[CH:20][C:19]([F:22])=[CH:18][CH:17]=2)([CH:10]2[CH2:15][CH2:14][NH:13][CH2:12][CH2:11]2)[OH:9])=[CH:4][CH:3]=1.Cl[CH2:24][CH2:25][CH:26]1[O:30][C:29](=[O:31])[N:28]([CH3:32])[CH2:27]1.C(=O)([O-])[O-].[Na+].[Na+].[I-].[K+].[C:41]([OH:46])(=[O:45])[C:42]([OH:44])=[O:43]>C(O)CCC>[C:41]([OH:46])(=[O:45])[C:42]([OH:44])=[O:43].[F:1][C:2]1[CH:7]=[CH:6][C:5]([C:8]([C:16]2[CH:17]=[CH:18][C:19]([F:22])=[CH:20][CH:21]=2)([OH:9])[CH:10]2[CH2:11][CH2:12][N:13]([CH2:24][CH2:25][CH:26]3[O:30][C:29](=[O:31])[N:28]([CH3:32])[CH2:27]3)[CH2:14][CH2:15]2)=[CH:4][CH:3]=1 |f:2.3.4,5.6,9.10|. Procedure details: A mixture of 3.0 g (0.01 mole) of α,α-bis(p-fluorophenyl)-4-piperidinemethanol, 1.6 g (0.01 mole) of 5-(2-chloroethyl)-3-methyl-2-oxazolidinone, 5.3 g (0.085 mole) of anhydrous sodium carbonate and 0.3 g of potassium iodide in 100 ml of 1-butanol was heated at reflux for 20 hr. The mixture was concentrated under reduced pressure and the residue was partitioned between water and benzene. The benzene layer was washed with water and brine, dried over anhydrous sodium sulfate and concentrated under ... The reactants are CCCCCC, CCOCC, [Li]C(C)CC, Fc1cc(F)c(F)c(F)c1F. Yields the product [Li]c1c(F)c(F)c(F)c(F)c1F. RXN SMILES: [CH3:12][CH2:13][CH2:14][CH2:15][CH2:16][CH3:17].[CH3:23][CH2:24][O:25][CH2:26][CH3:27].[CH:18]([CH2:19][CH3:20])([CH3:21])[Li:22].[F:1][c:2]1[c:3]([F:11])[c:4]([F:10])[c:5]([F:9])[c:6]([F:8])[cH:7]1>>[F:1][c:2]1[c:3]([F:11])[c:4]([F:10])[c:5]([F:9])[c:6]([F:8])[c:7]1[Li:22].